Dataset: the Open Reaction Database (ORD), a public repository of structured organic reaction records. Task: describe an organic reaction: reactants, conditions, products, and yield Reactants: CN(C)c1ccccc1, ClC(Cl)Cl, O=C(O)c1c(Cl)ccc([N+](=O)[O-])c1Cl, COc1ccc(N)cc1Cl. Yields the product COc1ccc(Nc2c([N+](=O)[O-])ccc(Cl)c2C(=O)O)cc1Cl. Reaction SMILES: [CH3:25][N:26]([c:27]1[cH:28][cH:29][cH:30][cH:31][cH:32]1)[CH3:33].[CH:34]([Cl:35])([Cl:36])[Cl:37].[Cl:11][c:12]1[c:13]([C:14](=[O:15])[OH:16])[c:17]([Cl:24])[cH:18][cH:19][c:20]1[N+:21](=[O:22])[O-:23].[Cl:1][c:2]1[cH:3][c:4]([NH2:5])[cH:6][cH:7][c:8]1[O:9][CH3:10]>>[Cl:1][c:2]1[cH:3][c:4]([NH:5][c:12]2[c:13]([C:14](=[O:15])[OH:16])[c:17]([Cl:24])[cH:18][cH:19][c:20]2[N+:21](=[O:22])[O-:23])[cH:6][cH:7][c:8]1[O:9][CH3:10]. Starting materials: CC1(C)Oc2cc(Cl)ccc2C(c2ccc(F)cc2)=C1Br, C=C[Sn](CCCC)(CCCC)CCCC, CCOC(C)=O, [F-], [K+], C1COCCO1, c1ccc(P(c2ccccc2)(c2ccccc2)[Pd](P(c2ccccc2)(c2ccccc2)c2ccccc2)(P(c2ccccc2)(c2ccccc2)c2ccccc2)P(c2ccccc2)(c2ccccc2)c2ccccc2)cc1. Product: C=CC1=C(c2ccc(F)cc2)c2ccc(Cl)cc2OC1(C)C. Reaction SMILES: [Br:1][C:2]1=[C:11]([c:12]2[cH:13][cH:14][c:15]([F:18])[cH:16][cH:17]2)[c:10]2[c:5]([cH:6][c:7]([Cl:19])[cH:8][cH:9]2)[O:4][C:3]1([CH3:20])[CH3:21].[CH2:22]([CH2:23][CH2:35][CH3:36])[Sn:24]([CH2:25][CH2:26][CH2:27][CH3:28])([CH2:29][CH2:30][CH2:31][CH3:32])[CH:33]=[CH2:34].[CH3:45][CH2:46][O:47][C:48](=[O:49])[CH3:50].[F-:37].[K+:38].[O:39]1[CH2:40][CH2:41][O:42][CH2:43][CH2:44]1.[cH:51]1[cH:52][cH:53][c:54]([P:55]([Pd:56]([P:57]([c:58]2[cH:59][cH:60][cH:61][cH:62][cH:63]2)([c:64]2[cH:65][cH:66][cH:67][cH:68][cH:69]2)[c:70]2[cH:71][cH:72][cH:73][cH:74][cH:75]2)([P:76]([c:77]2[cH:78][cH:79][cH:80][cH:81][cH:82]2)([c:83]2[cH:84][cH:85][cH:86][cH:87][cH:88]2)[c:89]2[cH:90][cH:91][cH:92][cH:93][cH:94]2)[P:95]([c:96]2[cH:97][cH:98][cH:99][cH:100][cH:101]2)([c:102]2[cH:103][cH:104][cH:105][cH:106][cH:107]2)[c:108]2[cH:109][cH:110][cH:111][cH:112][cH:113]2)([c:114]2[cH:115][cH:116][cH:117][cH:118][cH:119]2)[c:120]2[cH:121][cH:122][cH:123][cH:124][cH:125]2)[cH:126][cH:127]1>>[C:2]1([CH:22]=[CH2:23])=[C:11]([c:12]2[cH:13][cH:14][c:15]([F:18])[cH:16][cH:17]2)[c:10]2[c:5]([cH:6][c:7]([Cl:19])[cH:8][cH:9]2)[O:4][C:3]1([CH3:20])[CH3:21]. The reactants are CC(=O)O[BH-](OC(C)=O)OC(C)=O, CC1CCCNC1c1nc(-c2cccc(C#N)c2)no1, CC(Cl)Cl, [Na+], O=Cc1ccccn1. Product: CC1CCCN(Cc2ccccn2)C1c1nc(-c2cccc(C#N)c2)no1. As a reaction SMILES: [C:29]([O:30][BH-:31]([O:32][C:33](=[O:34])[CH3:35])[O:36][C:37](=[O:38])[CH3:39])(=[O:40])[CH3:41].[CH3:1][CH:2]1[CH:3]([c:8]2[n:9][c:10](-[c:13]3[cH:14][c:15]([C:16]#[N:17])[cH:18][cH:19][cH:20]3)[n:11][o:12]2)[NH:4][CH2:5][CH2:6][CH2:7]1.[Cl:43][CH:44]([Cl:45])[CH3:46].[Na+:42].[n:21]1[c:22]([CH:27]=[O:28])[cH:23][cH:24][cH:25][cH:26]1>>[CH3:1][CH:2]1[CH:3]([c:8]2[n:9][c:10](-[c:13]3[cH:14][c:15]([C:16]#[N:17])[cH:18][cH:19][cH:20]3)[n:11][o:12]2)[N:4]([CH2:27][c:22]2[n:21][cH:26][cH:25][cH:24][cH:23]2)[CH2:5][CH2:6][CH2:7]1. The reactants are Cl (hydrochloric acid), S([O-])(O)=O.[Na+] (sodium bisulfite), C(C)(=O)OO (peroxy acetic acid), C(C)(=O)OO (peroxy acetic acid), C1(CCCC1)S (cyclopentyl mercaptan). Solvent: O (water), C(Cl)Cl (methylene chloride). Run at temperature 15 celsius, time 8 hour. Product: C1(CCCC1)S(=O)(=O)O (cyclopentane sulfonic acid). Yield: 50.0%. Reaction SMILES: [CH:1]1(S)[CH2:5][CH2:4][CH2:3][CH2:2]1.C(OO)(=O)C.[S:12](=[O:15])([OH:14])[O-:13].[Na+].Cl>O.C(Cl)Cl>[CH:1]1([S:12]([OH:14])(=[O:13])=[O:15])[CH2:5][CH2:4][CH2:3][CH2:2]1 |f:2.3|. Reported procedure: A one liter three-neck flask was charged with 300 mL of methylene chloride and 25 grams (245 mmole) of cyclopentyl mercaptan to produce a reaction solution. The reaction solution was chilled to 15° C. in an ice-water bath and followed by the addition of 190 mL of 35% peroxy acetic acid. Said peroxy acetic acid was added over a period of about 3 hours and the reaction solution was maintained at a temperature of about 18°-26° C. After the reaction solution was stirred overnight at room temperature... The reactants are CCN1CCOCC1, CC1=C(C)C(=O)C(C(CCCCCC(=O)NCC(=O)OCc2ccccc2)c2ccccc2)=C(C)C1=O, CN(C)C=O, Cl, O=C(O)C1CCCN1. Product: CC1=C(C)C(=O)C(C(CCCCCC(=O)N2CCCC2C(=O)O)c2ccccc2)=C(C)C1=O. RXN SMILES: [CH2:46]([N:47]1[CH2:48][CH2:49][O:50][CH2:51][CH2:52]1)[CH3:53].[CH3:1][C:2]1=[C:3]([CH:12]([CH2:13][CH2:14][CH2:15][CH2:16][CH2:17][C:18](=[O:19])[NH:20][CH2:21][C:22]([O:23][CH2:24][c:25]2[cH:26][cH:27][cH:28][cH:29][cH:30]2)=[O:31])[c:32]2[cH:33][cH:34][cH:35][cH:36][cH:37]2)[C:4](=[O:11])[C:5]([CH3:10])=[C:6]([CH3:9])[C:7]1=[O:8].[CH3:55][N:56]([CH3:57])[CH:58]=[O:59].[ClH:54].[OH:38][C:39](=[O:40])[CH:41]1[CH2:42][CH2:43][CH2:44][NH:45]1>>[CH3:1][C:2]1=[C:3]([CH:12]([CH2:13][CH2:14][CH2:15][CH2:16][CH2:17][C:18](=[O:19])[N:45]2[CH:41]([C:39]([OH:38])=[O:40])[CH2:42][CH2:43][CH2:44]2)[c:32]2[cH:33][cH:34][cH:35][cH:36][cH:37]2)[C:4](=[O:11])[C:5]([CH3:10])=[C:6]([CH3:9])[C:7]1=[O:8].